The task is: describe an organic reaction: reactants, conditions, products, and yield. This data is from the Open Reaction Database (ORD), a public repository of structured organic reaction records. Starting materials: OC(=O)[C@@]1(O[C@@H]2[C@H]([C@H](O[C@H]3[C@@H]([C@H](C(O)O[C@@H]3CO)NC(=O)C)O[C@H]3[C@@H](O)[C@H](O)[C@H](O)[C@@H](O3)C)O[C@@H]([C@@H]2O)CO)O)C[C@H](O)[C@@H](NC(=O)C)[C@@H](O1)[C@H](O)[C@H](O)CO (NeuAcα2→3Galβ1→4(Fucα1→3)GlcNAc), C[C@H]1[C@H]([C@H]([C@@H]([C@@H](O1)O[C@H]([C@H](C=O)NC(=O)C)[C@@H]([C@@H](CO)O)O[C@H]2[C@@H]([C@H]([C@H]([C@H](O2)CO)O)O[C@@]3(C[C@@H]([C@H]([C@@H](O3)[C@@H]([C@@H](CO)O)O)NC(=O)C)O)C(=O)O)O)O)O)O (Slex). Yields the product OC(=O)[C@@]1(O[C@@H]2[C@H]([C@H](O[C@H]3[C@@H]([C@H]([C@H](O[C@@H]4[C@H]([C@H](O)O[C@@H]([C@@H]4O)CO)O)O[C@@H]3CO)NC(=O)C)O[C@H]3[C@@H](O)[C@H](O)[C@H](O)[C@@H](O3)C)O[C@@H]([C@@H]2O)CO)O)C[C@H](O)[C@@H](NC(=O)C)[C@@H](O1)[C@H](O)[C@H](O)CO (NeuAcα2→3Galβ1→4(Fucα1→3)GlcNAcβ1,3Galβ-). Reaction SMILES: [OH:1][C:2]([C@@:4]1([O:50][C@@H:49]([C@@H:51]([C@@H:53]([CH2:55][OH:56])[OH:54])[OH:52])[C@H:44]([NH:45][C:46]([CH3:48])=[O:47])[C@@H:42]([OH:43])[CH2:41]1)[O:5][C@H:6]1[C@@H:36]([OH:37])[C@@H:35]([CH2:38][OH:39])[O:34][C@@H:8]([O:9][C@@H:10]2[C@@H:16]([CH2:17][OH:18])[O:15][CH:13]([OH:14])[C@H:12]([NH:19][C:20]([CH3:22])=[O:21])[C@H:11]2[O:23][C@@H:24]2[O:32][C@@H:31]([CH3:33])[C@@H:29]([OH:30])[C@@H:27]([OH:28])[C@@H:25]2[OH:26])[C@@H:7]1[OH:40])=[O:3].C[C@@H]1O[C@@H](O[C@@H]([C@H]([O:78][C@@H:79]2[O:84][C@H:83]([CH2:85][OH:86])[C@H:82]([OH:87])[C@H:81](O[C@@]3(C(O)=O)O[C@@H]([C@H](O)[C@H](O)CO)[C@H](NC(C)=O)[C@@H](O)C3)[C@H:80]2[OH:109])[C@H](O)CO)[C@@H](NC(C)=O)C=O)[C@@H](O)[C@H](O)[C@@H]1O>>[OH:3][C:2]([C@@:4]1([O:50][C@@H:49]([C@@H:51]([C@@H:53]([CH2:55][OH:56])[OH:54])[OH:52])[C@H:44]([NH:45][C:46]([CH3:48])=[O:47])[C@@H:42]([OH:43])[CH2:41]1)[O:5][C@H:6]1[C@@H:36]([OH:37])[C@@H:35]([CH2:38][OH:39])[O:34][C@@H:8]([O:9][C@@H:10]2[C@@H:16]([CH2:17][OH:18])[O:15][C@@H:13]([O:14][C@H:81]3[C@@H:82]([OH:87])[C@@H:83]([CH2:85][OH:86])[O:84][C@@H:79]([OH:78])[C@@H:80]3[OH:109])[C@H:12]([NH:19][C:20]([CH3:22])=[O:21])[C@H:11]2[O:23][C@@H:24]2[O:32][C@@H:31]([CH3:33])[C@@H:29]([OH:30])[C@@H:27]([OH:28])[C@@H:25]2[OH:26])[C@@H:7]1[OH:40])=[O:1]. Procedure details: NeuAcα2→3Galβ1→4(Fucα1→3)GlcNAc=Slex. Yields the product C(=O)(O)C(C(=O)NC1[C@@H]2N(C(C(S2)(C)C)C2=NN=NN2)C1=O)C1=CSC=C1 (6-(2-carboxy-2-[3-thienyl]acetamido)-2,2-dimethyl-3-(5-tetrazolyl)penam). Reactants: S1C=C(C=C1)C(C(=O)O)C(=O)O (2-(3-thienyl)malonic acid), [Na][Na] (disodium), NC1[C@@H]2N(C(C(S2)(C)C)C2=NN=NN2)C1=O (6-amino-2,2-dimethyl-3-(5-tetrazolyl)penam). RXN SMILES: [S:1]1[CH:5]=[CH:4][C:3]([CH:6]([C:10]([OH:12])=[O:11])[C:7]([OH:9])=O)=[CH:2]1.[NH2:13][CH:14]1[C:27](=[O:28])[N:16]2[CH:17]([C:22]3[NH:26][N:25]=[N:24][N:23]=3)[C:18]([CH3:21])([CH3:20])[S:19][C@H:15]12.[Na][Na]>>[C:10]([CH:6]([C:3]1[CH:4]=[CH:5][S:1][CH:2]=1)[C:7]([NH:13][CH:14]1[C:27](=[O:28])[N:16]2[CH:17]([C:22]3[NH:23][N:24]=[N:25][N:26]=3)[C:18]([CH3:20])([CH3:21])[S:19][C@H:15]12)=[O:9])([OH:12])=[O:11]. Procedure details: (2.69 mmole) of 2-(3-thienyl)malonic acid (British Pat. No. 1,125,557) with 645 mg. (2.69 mmole) of 6-amino-2,2-dimethyl-3-(5-tetrazolyl)penam, according to the procedure of Example CXLVII, affords 810 mg, (67% yield) of 6-(2-carboxy-2-[3-thienyl]acetamido)-2,2-dimethyl-3-(5-tetrazolyl)penam as its disodium salt. The infrared spectrum of the product KBr disc) shows absorptions at 1775 cm-1 (β-lactam), 1670 cm-1 (amide I), 1620 cm-1 (carboxylate) and 1525 cm-1 (amide II). The NMR spectrum (D2O) s... The yield is 67.0%.